Dataset: the Open Reaction Database (ORD), a public repository of structured organic reaction records. Task: describe an organic reaction: reactants, conditions, products, and yield Yields the product NC1(c2ccc(-c3c(-c4ccccc4)oc4c5c(ccc4c3=O)NC(=O)CO5)cc2)CCC1. The reactants are CC(C)(C)OC(=O)NC1(c2ccc(-c3c(-c4ccccc4)oc4c5c(ccc4c3=O)NC(=O)CO5)cc2)CCC1, NC1(c2ccc(-c3c(-c4ccccc4)oc4c(ccc5[nH]ncc54)c3=O)cc2)CCC1. Reaction SMILES: [C:32]([O:33][C:34](=[O:35])[NH:38][C:39]1([c:43]2[cH:44][cH:45][c:46](-[c:49]3[c:50](-[c:65]4[cH:66][cH:67][cH:68][cH:69][cH:70]4)[o:51][c:52]4[c:53]5[c:58]([cH:59][cH:60][c:61]4[c:62]3=[O:63])[NH:57][C:56](=[O:64])[CH2:55][O:54]5)[cH:47][cH:48]2)[CH2:40][CH2:41][CH2:42]1)([CH3:36])([CH3:37])[CH3:71].[NH2:1][C:2]1([c:3]2[cH:4][cH:5][c:6](-[c:7]3[c:8](=[O:9])[c:10]4[c:11]([o:12][c:13]3-[c:14]3[cH:15][cH:16][cH:17][cH:18][cH:19]3)[c:20]3[c:21]([cH:22][cH:23]4)[nH:24][n:25][cH:26]3)[cH:27][cH:28]2)[CH2:29][CH2:30][CH2:31]1>>[NH2:38][C:39]1([c:43]2[cH:44][cH:45][c:46](-[c:49]3[c:50](-[c:65]4[cH:66][cH:67][cH:68][cH:69][cH:70]4)[o:51][c:52]4[c:53]5[c:58]([cH:59][cH:60][c:61]4[c:62]3=[O:63])[NH:57][C:56](=[O:64])[CH2:55][O:54]5)[cH:47][cH:48]2)[CH2:40][CH2:41][CH2:42]1. Starting materials: ClC1=C(C(=O)OC(C)C)C=C(C(=C1)F)N1C(=NC(=C(C1=O)F)C(F)(F)F)Cl (isopropyl 2-chloro-5-[2-chloro-5-fluoro-6-oxo-4-trifluoromethyl-1(6H)-pyrimidinyl]-4-fluorobenzoate), CC[O-].[Na+] (sodium ethylate). Run in C(C)O (ethanol). Product: C(C)OC=1N(C(C(=C(N1)C(F)(F)F)F)=O)C=1C(=CC(=C(C(=O)OC(C)C)C1)Cl)F (isopropyl 5-[2-ethoxy-5-fluoro-6-oxo-4-trifluoromethyl-1(6H)-pyrimidinyl]-2-chloro-4-fluorobenzoate). Reaction SMILES: [Cl:1][C:2]1[CH:13]=[C:12]([F:14])[C:11]([N:15]2[C:20](=[O:21])[C:19]([F:22])=[C:18]([C:23]([F:26])([F:25])[F:24])[N:17]=[C:16]2Cl)=[CH:10][C:3]=1[C:4]([O:6][CH:7]([CH3:9])[CH3:8])=[O:5].[CH3:28][CH2:29][O-:30].[Na+]>C(O)C>[CH2:29]([O:30][C:16]1[N:15]([C:11]2[C:12]([F:14])=[CH:13][C:2]([Cl:1])=[C:3]([CH:10]=2)[C:4]([O:6][CH:7]([CH3:9])[CH3:8])=[O:5])[C:20](=[O:21])[C:19]([F:22])=[C:18]([C:23]([F:26])([F:25])[F:24])[N:17]=1)[CH3:28] |f:1.2|. Procedure: using isopropyl 2-chloro-5-[2-chloro-5-fluoro-6-oxo-4-trifluoromethyl-1(6H)-pyrimidinyl]-4-fluorobenzoate and sodium ethylate in ethanol there is obtained isopropyl 5-[2-ethoxy-5-fluoro-6-oxo-4-trifluoromethyl-1(6H)-pyrimidinyl]-2-chloro-4-fluorobenzoate, 1H-NMR (CDCl3, 400 MHz): 7.83 ppm (d,1H), 7.40 ppm (d,1H), 5.27 ppm (m,1H), 4.48 ppm (m,2H), 1.39 ppm (d,3H), 1.38 ppm (d,3H), 1.29 ppm (t,3H); Starting materials: N[C@H](C)C1=CC=C(C(=O)OC)C=C1 ((R)-methyl 4-(1-aminoethyl)benzoate), CO (methanol), CC1(CCCCC1)C=O (1-methylcyclohexane-1-carboxaldehyde), C(C)(=O)O (acetic acid), C(#N)[BH3-].[Na+] (sodium cyanoborohydride). Reaction conditions: time 8 hour. Yields the product CC1(CCCCC1)CN[C@H](C)C1=CC=C(C(=O)OC)C=C1 ((R)-methyl 4-(1-((1-methylcyclohexyl)methylamino)ethyl)benzoate). The yield is 63.4%. RXN SMILES: [NH2:1][C@@H:2]([C:4]1[CH:13]=[CH:12][C:7]([C:8]([O:10][CH3:11])=[O:9])=[CH:6][CH:5]=1)[CH3:3].CO.[CH3:16][C:17]1([CH:23]=O)[CH2:22][CH2:21][CH2:20][CH2:19][CH2:18]1.C(O)(=O)C.C([BH3-])#N.[Na+]>>[CH3:16][C:17]1([CH2:23][NH:1][C@@H:2]([C:4]2[CH:13]=[CH:12][C:7]([C:8]([O:10][CH3:11])=[O:9])=[CH:6][CH:5]=2)[CH3:3])[CH2:22][CH2:21][CH2:20][CH2:19][CH2:18]1 |f:4.5|. Reported procedure: To a solution of (R)-methyl 4-(1-aminoethyl)benzoate (0.12 g, 0.67 mmol) in methanol (2.97 mL, 73.33 mmol) was added 1-methylcyclohexane-1-carboxaldehyde (0.093 g, 0.74 mmol) and acetic acid (0.152 mL, 2.67 mmol). The reaction was stirred for 1 hour at room temperature whereupon sodium cyanoborohydride (63.1 mg, 1.00 mmol) was added and the mixture further stirred at room temperature overnight. The solvent was evaporated and the residual sodium cyanoborohydride quenched with saturated aqueous Na... Reactants: BrC1=CN=C2C(=N1)N(N=N2)CC=2C=C1C=CC=NC1=CC2 (6-((6-bromo-1H-[1,2,3]triazolo[4,5-b]pyrazin-1-yl)methyl)quinoline), CC1(OB(OC1(C)C)C=1C=NN(C1)C(=O)OC(C)(C)C)C (tert-butyl 4-(4,4,5,5-tetramethyl-1,3,2-dioxaborolan-2-yl)-1H-pyrazole-1-carboxylate), [F-].[Cs+] (CsF), C(Cl)Cl (CH2Cl2). Reagents/catalysts: C1=CC=C(C=C1)P([C-]2C=CC=C2)C3=CC=CC=C3.C1=CC=C(C=C1)P([C-]2C=CC=C2)C3=CC=CC=C3.Cl[Pd]Cl.[Fe+2] (Pd(dppf)2Cl2). Solvent: COCCOC (DME), O (Water). Conditions: temperature 80 celsius. The product is N1N=CC(=C1)C1=CN=C2C(=N1)N(N=N2)CC=2C=C1C=CC=NC1=CC2 (6-((6-(1H-pyrazol-4-yl)-1H-[1,2,3]triazolo[4,5-b]pyrazin-1-yl)methyl)quinoline). The yield is 63.0%. As a reaction SMILES: [F-].[Cs+].Br[C:4]1[N:9]=[C:8]2[N:10]([CH2:13][C:14]3[CH:15]=[C:16]4[C:21](=[CH:22][CH:23]=3)[N:20]=[CH:19][CH:18]=[CH:17]4)[N:11]=[N:12][C:7]2=[N:6][CH:5]=1.CC1(C)C(C)(C)OB([C:32]2[CH:33]=[N:34][N:35](C(OC(C)(C)C)=O)[CH:36]=2)O1.C(Cl)Cl>C1C=CC(P(C2C=CC=CC=2)[C-]2C=CC=C2)=CC=1.C1C=CC(P(C2C=CC=CC=2)[C-]2C=CC=C2)=CC=1.Cl[Pd]Cl.[Fe+2].O.COCCOC>[NH:34]1[CH:33]=[C:32]([C:4]2[N:9]=[C:8]3[N:10]([CH2:13][C:14]4[CH:15]=[C:16]5[C:21](=[CH:22][CH:23]=4)[N:20]=[CH:19][CH:18]=[CH:17]5)[N:11]=[N:12][C:7]3=[N:6][CH:5]=2)[CH:36]=[N:35]1 |f:0.1,5.6.7.8|. Procedure: A mixture of DME (3.0 mL) and 1 M aqueous CsF (0.88 mL) was degassed by bubbling in Argon for 10 minutes. The mixture was transferred via syringe to a vial containing 6-((6-bromo-1H-[1,2,3]triazolo[4,5-b]pyrazin-1-yl)methyl)quinoline (100 mg, 0.29 mmol), tert-butyl 4-(4,4,5,5-tetramethyl-1,3,2-dioxaborolan-2-yl)-1H-pyrazole-1-carboxylate (95 mg, 0.32 mmol) and Pd(dppf)2Cl2.CH2Cl2 (6.1 mg, 0.01 mmol). The vial was capped and heated to 80° C. for 16 hours. Water (5 mL) was added to the crude react... Reaction SMILES: [C:13](=[O:14])([O-:15])[O-:16].[CH3:25][C:26](=[O:27])[CH3:28].[Cl:1][c:2]1[c:3]([C:4](=[O:5])[O:6][CH3:7])[cH:8][cH:9][cH:10][c:11]1[OH:12].[Cl:21][CH2:22][C:23]#[N:24].[I-:20].[K+:17].[K+:18].[Na+:19]>>[Cl:1][c:2]1[c:3]([C:4](=[O:5])[O:6][CH3:7])[cH:8][cH:9][cH:10][c:11]1[O:12][CH2:22][C:23]#[N:24]. Yields the product COC(=O)c1cccc(OCC#N)c1Cl. Starting materials: O=C([O-])[O-], CC(C)=O, COC(=O)c1cccc(O)c1Cl, N#CCCl, [I-], [K+], [K+], [Na+]. The reactants are ClC=1C=C(C2=C(N1)N(N=C2)C(C)C)C(=O)NCC=2C(NC(=CC2C)C)=O (6-Chloro-N-[(4,6-dimethyl-2-oxo-1,2-dihydro-3-pyridinyl)methyl]-1-(1-methylethyl)-1H-pyrazolo[3,4-b]pyridine-4-carboxamide), NCCNC1=NC=CC=C1 ((2-aminoethyl)-2-pyridinylamine). The solvent is CN1CCCC1=O (NMP). Reaction conditions: time 30 minute. The product is CC1=C(C(NC(=C1)C)=O)CNC(=O)C=1C2=C(N=C(C1)NCCNC1=NC=CC=C1)N(N=C2)C(C)C (N-[(4,6-Dimethyl-2-oxo-1,2-dihydro-3-pyridinyl)methyl]-1-(1-methylethyl)-6-{[2-(2-pyridinylamino)ethyl]amino}-1H-pyrazolo[3,4-b]pyridine-4-carboxamide). RXN SMILES: Cl[C:2]1[CH:3]=[C:4]([C:14]([NH:16][CH2:17][C:18]2[C:19](=[O:26])[NH:20][C:21]([CH3:25])=[CH:22][C:23]=2[CH3:24])=[O:15])[C:5]2[CH:10]=[N:9][N:8]([CH:11]([CH3:13])[CH3:12])[C:6]=2[N:7]=1.[NH2:27][CH2:28][CH2:29][NH:30][C:31]1[CH:36]=[CH:35][CH:34]=[CH:33][N:32]=1>CN1C(=O)CCC1>[CH3:24][C:23]1[CH:22]=[C:21]([CH3:25])[NH:20][C:19](=[O:26])[C:18]=1[CH2:17][NH:16][C:14]([C:4]1[C:5]2[CH:10]=[N:9][N:8]([CH:11]([CH3:13])[CH3:12])[C:6]=2[N:7]=[C:2]([NH:27][CH2:28][CH2:29][NH:30][C:31]2[CH:36]=[CH:35][CH:34]=[CH:33][N:32]=2)[CH:3]=1)=[O:15]. Procedure details: 6-Chloro-N-[(4,6-dimethyl-2-oxo-1,2-dihydro-3-pyridinyl)methyl]-1-(1-methylethyl)-1H-pyrazolo[3,4-b]pyridine-4-carboxamide (80 mg, 0.21 mmol) and (2-aminoethyl)-2-pyridinylamine (88 mg, 0.64 mmol) were suspended in 2 mL of NMP and irradiated (microwave) as follows: 180° C. for 30 min, 200° C. for 30 min, 220° C. for 30 min, 230° C. for 30 min and then 240° C. for 1 h. After cooling to room temperature, some of the solvent was removed in vacuo and the residue was purified by silica gel chromatogr... Reactants: [Cl-].[NH4+] (Ammonium chloride), [Cl-].[NH4+] (ammonium chloride), C(#N)C1=C(C(=C(C2=C1N=C(O2)C(C(=O)OCC)(C)C)F)C2=CC=CC=C2)C (ethyl 2-(4-cyano-7-fluoro-5-methyl-6-phenyl-1,3-benzoxazol-2-yl)-2-methylpropanoate), C[Al](C)C (trimethylaluminium), C[Al](C)C (trimethylaluminium), [OH-].[Na+] (sodium hydroxide). The solvent is C(C)(=O)OCC (ethyl acetate), C1=CC=CC=C1 (benzene), CCCCCC (n-hexane), C1=CC=CC=C1 (benzene), C1=CC=CC=C1 (benzene). Reaction conditions: time 2 hour. Product: C(#N)C1=C(C(=C(C2=C1N=C(O2)C(C(=O)N)(C)C)F)C2=CC=CC=C2)C (2-(4-Cyano-7-fluoro-5-methyl-6-phenyl-1,3-benzoxazol-2-yl)-2-methylpropanamide). Isolated yield 38.2%. As a reaction SMILES: [Cl-].[NH4+:2].C[Al](C)C.[C:7]([C:9]1[C:14]2[N:15]=[C:16]([C:18]([CH3:25])([CH3:24])[C:19]([O:21]CC)=O)[O:17][C:13]=2[C:12]([F:26])=[C:11]([C:27]2[CH:32]=[CH:31][CH:30]=[CH:29][CH:28]=2)[C:10]=1[CH3:33])#[N:8].[OH-].[Na+]>C1C=CC=CC=1.C(OCC)(=O)C.CCCCCC>[C:7]([C:9]1[C:14]2[N:15]=[C:16]([C:18]([CH3:24])([CH3:25])[C:19]([NH2:2])=[O:21])[O:17][C:13]=2[C:12]([F:26])=[C:11]([C:27]2[CH:32]=[CH:31][CH:30]=[CH:29][CH:28]=2)[C:10]=1[CH3:33])#[N:8] |f:0.1,4.5|. Procedure: Ammonium chloride (73 mg, 1.36 mmol) was suspended in benzene (3.3 ml), and under nitrogen atmosphere, trimethylaluminium (1.03 M n-hexane solution) was dropwise added with keeping at 5° C. or lower, followed by stirring at room temperature for 2 hours. A benzene (1.6 ml) solution of ethyl 2-(4-cyano-7-fluoro-5-methyl-6-phenyl-1,3-benzoxazol-2-yl)-2-methylpropanoate (I-95) (166 mg, 0.45 mmol) was added, followed by stirring at 50° C. for 17 hours. Since the reaction did not finish, separately, t... The reactants are CCCc1nc(C)c[nH]1, COc1ccc([N+](=O)[O-])c(Cl)n1, [K+], CN(C)C=O, [OH-], O. As a reaction SMILES: [CH3:3][c:4]1[n:5][c:6]([CH2:9][CH2:10][CH3:11])[nH:7][cH:8]1.[Cl:17][c:18]1[n:19][c:20]([O:27][CH3:28])[cH:21][cH:22][c:23]1[N+:24](=[O:25])[O-:26].[K+:2].[O:12]=[CH:13][N:14]([CH3:15])[CH3:16].[OH-:1].[OH2:29]>>[CH3:3][c:4]1[n:5][c:6]([CH2:9][CH2:10][CH3:11])[n:7](-[c:18]2[n:19][c:20]([O:27][CH3:28])[cH:21][cH:22][c:23]2[N+:24](=[O:25])[O-:26])[cH:8]1. The product is CCCc1nc(C)cn1-c1nc(OC)ccc1[N+](=O)[O-]. Starting materials: BrC=1C(CC2=CC(=CC=C2C1)OC)(C)C (3-bromo-7-methoxy-2,2-dimethyl-1,2-dihydronaphthalene), BrC1=C(C=C(C=C1)OC)[N+](=O)[O-] (4-bromo-3-nitroanisole), COC1=CC=C2C=C(C(CC2=C1)(C)C)C1=C(C=C(C=C1)OC)[N+](=O)[O-] (7-methoxy-3-(4-methoxy-2-nitrophenyl)-2,2-dimethyl-1,2-dihydronaphthalene). Product: COC=1C=CC(=C(C1)N)C1CC2=CC=C(C=C2CC1(C)C)OC (5-Methoxy-2-(6-methoxy-3,3-dimethyl-1,2,3,4-tetrahydronaphthalen-2-yl)phenylamine). The yield is 86.0%. As a reaction SMILES: BrC1C(C)(C)CC2C(C=1)=CC=C(OC)C=2.BrC1C=CC(OC)=CC=1[N+]([O-])=O.[CH3:28][O:29][C:30]1[CH:39]=[C:38]2[C:33]([CH:34]=[C:35]([C:42]3[CH:47]=[CH:46][C:45]([O:48][CH3:49])=[CH:44][C:43]=3[N+:50]([O-])=O)[C:36]([CH3:41])([CH3:40])[CH2:37]2)=[CH:32][CH:31]=1>>[CH3:49][O:48][C:45]1[CH:46]=[CH:47][C:42]([CH:35]2[C:36]([CH3:40])([CH3:41])[CH2:37][C:38]3[C:33](=[CH:32][CH:31]=[C:30]([O:29][CH3:28])[CH:39]=3)[CH2:34]2)=[C:43]([NH2:50])[CH:44]=1. Procedure details: Synthesized from 3-bromo-7-methoxy-2,2-dimethyl-1,2-dihydronaphthalene and 4-bromo-3-nitroanisole according to an analogous synthetic method to Preparation Example 107 described below, 7-methoxy-3-(4-methoxy-2-nitrophenyl)-2,2-dimethyl-1,2-dihydronaphthalene (1.9 g) was used according to an analogous synthetic method to Example 30 to provide the title compound (1.5 g). Reactants: Cl.ClC1=CC=C(CN(N)C2=CC=C(C=C2)F)C=C1 (1-(4-chlorobenzyl)-1-(4-fluorophenyl)hydrazine hydrochloride), C(C)(=O)O.C(C)C1C(CC(CC1)C)=O (ethyl 4-methyl-2-cyclohexanone acetate). Yields the product ClC1=CC=C(CN2C3=CC=C(C=C3C=3CC(CC(C23)CC(=O)O)C)F)C=C1 (9-p-Chlorobenzyl-6-fluoro-3-methyl-1,2,3,4-tetrahydrocarbazol-1-yl-acetic acid). As a reaction SMILES: Cl.[Cl:2][C:3]1[CH:18]=[CH:17][C:6]([CH2:7][N:8]([C:10]2[CH:15]=[CH:14][C:13]([F:16])=[CH:12][CH:11]=2)N)=[CH:5][CH:4]=1.[C:19]([OH:22])(=[O:21])[CH3:20].C([CH:25]1[CH2:30][CH2:29][CH:28]([CH3:31])[CH2:27][C:26]1=O)C>>[Cl:2][C:3]1[CH:18]=[CH:17][C:6]([CH2:7][N:8]2[C:25]3[CH:30]([CH2:20][C:19]([OH:22])=[O:21])[CH2:29][CH:28]([CH3:31])[CH2:27][C:26]=3[C:15]3[C:10]2=[CH:11][CH:12]=[C:13]([F:16])[CH:14]=3)=[CH:5][CH:4]=1 |f:0.1,2.3|. Procedure: Following the procedure of Example 1, but using 1-(4-chlorobenzyl)-1-(4-fluorophenyl)hydrazine hydrochloride and ethyl 4-methyl-2-cyclohexanone acetate as starting materials, the title compound was prepared. m.p. 205°-206° C.